This data is from the Open Reaction Database (ORD), a public repository of structured organic reaction records. The task is: describe an organic reaction: reactants, conditions, products, and yield Starting materials: [N+](=O)([O-])C=1C=CC2=C(C(=NCC=3N2C(=NN3)CCl)C3=CC=CC=C3)C1 (8-nitro-1-(chloromethyl)-6-phenyl-4H-s-triazolo[4,3-a][1,4]benzodiazepine), [I-].[K+] (potassium iodide), N1CCOCC1 (morpholine). The solvent is O1CCCC1 (tetrahydrofuran). Product: [N+](=O)([O-])C=1C=CC2=C(C(=NCC=3N2C(=NN3)CN3CCOCC3)C3=CC=CC=C3)C1 (8-nitro-1-(morpholinomethyl)-6-phenyl-4H-s-triazolo[4,3-a][1,4]benzodiazepine). RXN SMILES: [N+:1]([C:4]1[CH:5]=[CH:6][C:7]2[N:13]3[C:14]([CH2:17]Cl)=[N:15][N:16]=[C:12]3[CH2:11][N:10]=[C:9]([C:19]3[CH:24]=[CH:23][CH:22]=[CH:21][CH:20]=3)[C:8]=2[CH:25]=1)([O-:3])=[O:2].[I-].[K+].[NH:28]1[CH2:33][CH2:32][O:31][CH2:30][CH2:29]1>O1CCCC1>[N+:1]([C:4]1[CH:5]=[CH:6][C:7]2[N:13]3[C:14]([CH2:17][N:28]4[CH2:33][CH2:32][O:31][CH2:30][CH2:29]4)=[N:15][N:16]=[C:12]3[CH2:11][N:10]=[C:9]([C:19]3[CH:24]=[CH:23][CH:22]=[CH:21][CH:20]=3)[C:8]=2[CH:25]=1)([O-:3])=[O:2] |f:1.2|. Reported procedure: In the manner given in Preparation 48, 8-nitro-1-(chloromethyl)-6-phenyl-4H-s-triazolo[4,3-a][1,4]benzodiazepine, potassium iodide, and morpholine in tetrahydrofuran are reacted to give 8-nitro-1-(morpholinomethyl)-6-phenyl-4H-s-triazolo[4,3-a][1,4]benzodiazepine. Starting materials: C(C)(C)(C)OC(=O)NC[C@@H]1CNC[C@H]1C(F)(F)F (trans-3-(tert-butoxycarbonylaminomethyl)-4-trifluoromethylpyrrolidine), FC(C(=O)O)(F)F (trifluoroacetic acid), Cl (hydrochloride). Solvent: ClCCl (dichloromethane). Run at temperature 0 celsius, time 1 hour. Yields the product NC[C@@H]1CNC[C@H]1C(F)(F)F (Trans-3-aminomethyl-4-trifluoromethylpyrrolidine). Yield: 88.6%. Reaction SMILES: C(OC([NH:8][CH2:9][C@H:10]1[C@H:14]([C:15]([F:18])([F:17])[F:16])[CH2:13][NH:12][CH2:11]1)=O)(C)(C)C.FC(F)(F)C(O)=O.Cl>ClCCl>[NH2:8][CH2:9][C@H:10]1[C@H:14]([C:15]([F:18])([F:16])[F:17])[CH2:13][NH:12][CH2:11]1. Reported procedure: In 1 ml of dichloromethane, is dissolved 202 mg (0.754 mmol) of trans-3-(tert-butoxycarbonylaminomethyl)-4-trifluoromethylpyrrolidine. To the above solution, is added 1 ml of trifluoroacetic acid on cooling with ice, and the mixture is stirred at 0° C. for 1 hour. To the reaction mixture, is added 0.19 ml of conc-hydrochloride, and the mixture was concentrated under reduced pressure to give 161 mg of the objective substance as a slightly yellow powder (yield 88.6%).